This data is from the Open Reaction Database (ORD), a public repository of structured organic reaction records. The task is: describe an organic reaction: reactants, conditions, products, and yield Reactants: OCCNC(C)=O (N-(2-hydroxyethyl)acetamide), [H-].[Na+] (sodium hydride), FC1=C2C(=NC=NC2=CC=C1)NC=1C=C2C=NN(C2=CC1)CC1=NC=CC=C1 (5-fluoro-N-[1-(pyridin-2-ylmethyl)-1H-indazol-5-yl]quinazolin-4-amine). Solvent: CC(=O)N(C)C (DMA). Run at temperature 120 celsius. The product is N1=C(C=CC=C1)CN1N=CC2=CC(=CC=C12)NC1=NC=NC=2C=CC=C(C12)O (4-{[1-(pyridin-2-ylmethyl)-1H-indazol-5-yl]amino}quinazolin-5-ol). Yield: 36.0%. RXN SMILES: [H-].[Na+].[OH:3]CCNC(=O)C.F[C:11]1[CH:20]=[CH:19][CH:18]=[C:17]2[C:12]=1[C:13]([NH:21][C:22]1[CH:23]=[C:24]3[C:28](=[CH:29][CH:30]=1)[N:27]([CH2:31][C:32]1[CH:37]=[CH:36][CH:35]=[CH:34][N:33]=1)[N:26]=[CH:25]3)=[N:14][CH:15]=[N:16]2>CC(N(C)C)=O>[N:33]1[CH:34]=[CH:35][CH:36]=[CH:37][C:32]=1[CH2:31][N:27]1[C:28]2[C:24](=[CH:23][C:22]([NH:21][C:13]3[C:12]4[C:11]([OH:3])=[CH:20][CH:19]=[CH:18][C:17]=4[N:16]=[CH:15][N:14]=3)=[CH:30][CH:29]=2)[CH:25]=[N:26]1 |f:0.1|. Reported procedure: To a stirred suspension of sodium hydride (60% in mineral oil, 1.68 g, 42 mmol) in DMA (25 ml) was slowly added N-(2-hydroxyethyl)acetamide (1.80 g, 17.5 mmol). When the effervescence had subsided, 5-fluoro-N-[1-(pyridin-2-ylmethyl)-1H-indazol-5-yl]quinazolin-4-amine (2.60 g, 7.0 mmol) was added and the mixture was heated at 120° C. for 18 hours. The reaction was quenched by addition of saturated aqueous NH4Cl (5 ml) and evaporated (high vacuum). The residue was stirred with water (100 ml) givin... Reactants: C(C)C1=CC(=NC=C1)COC=1C(=NC(=CC1)C)C1=CC2=C(CCN(CC2)C(=O)OC(C)(C)C)C=C1 (1,1-dimethylethyl 7-(3-{[(4-ethyl-2-pyridinyl)methyl]oxy}-6-methyl-2-pyridinyl)-1,2,4,5-tetrahydro-3H-3-benzazepine-3-carboxylate), Cl (HCl). The solvent is O1CCOCC1 (dioxane). Product: C(C)C1=CC(=NC=C1)COC=1C(=NC(=CC1)C)C1=CC2=C(CCNCC2)C=C1 (7-(3-{[(4-ethyl-2-pyridinyl)methyl]oxy}-6-methyl-2-pyridinyl)-2,3,4,5-tetrahydro-1H-3-benzazepine). Reaction SMILES: [CH2:1]([C:3]1[CH:8]=[CH:7][N:6]=[C:5]([CH2:9][O:10][C:11]2[C:12]([C:18]3[CH:35]=[CH:34][C:21]4[CH2:22][CH2:23][N:24](C(OC(C)(C)C)=O)[CH2:25][CH2:26][C:20]=4[CH:19]=3)=[N:13][C:14]([CH3:17])=[CH:15][CH:16]=2)[CH:4]=1)[CH3:2].Cl>O1CCOCC1>[CH2:1]([C:3]1[CH:8]=[CH:7][N:6]=[C:5]([CH2:9][O:10][C:11]2[C:12]([C:18]3[CH:35]=[CH:34][C:21]4[CH2:22][CH2:23][NH:24][CH2:25][CH2:26][C:20]=4[CH:19]=3)=[N:13][C:14]([CH3:17])=[CH:15][CH:16]=2)[CH:4]=1)[CH3:2]. Procedure details: To a stirred solution of 1,1-dimethylethyl 7-(3-{[(4-ethyl-2-pyridinyl)methyl]oxy}-6-methyl-2-pyridinyl)-1,2,4,5-tetrahydro-3H-3-benzazepine-3-carboxylate, (4.3 g) in dioxane (30 ml) was passed through HCl (gas) for 30 min at 20° C. After completion of reaction by TLC, the solvent was removed in vacuo. The solid obtained was washed with acetone and dissolved in water. This was neutralised with sodium bicarbonate, extracted with DCM and concentrated in vacuo to give a crude product. This was puri... The reactants are ClC(C(=O)NC1=C(C=CC=C1C)C)C (2-chloro-N-(2,6-dimethylphenyl)propionamide), CC1=NCCN1 (lysidine). The solvent is [N+](=O)([O-])C (nitromethane). Yields the product CC=1N(CCN1)C(C)C(NC1=C(C=CC=C1C)C)=O (2-Methyl-1-[1-[(2,6-dimethylphenyl)carbamoyl]ethyl]-2-imidazoline). RXN SMILES: Cl[CH:2]([CH3:14])[C:3]([NH:5][C:6]1[C:11]([CH3:12])=[CH:10][CH:9]=[CH:8][C:7]=1[CH3:13])=[O:4].[CH3:15][C:16]1[NH:20][CH2:19][CH2:18][N:17]=1>[N+](C)([O-])=O>[CH3:15][C:16]1[N:20]([CH:2]([C:3](=[O:4])[NH:5][C:6]2[C:11]([CH3:12])=[CH:10][CH:9]=[CH:8][C:7]=2[CH3:13])[CH3:14])[CH2:19][CH2:18][N:17]=1. Procedure: In a manner similar to Example IA react 15.88 gm. (0.075 M) of 2-chloro-N-(2,6-dimethylphenyl)propionamide with 31.55 gm. (0.375 M) of lysidine in 150 ml. of nitromethane to obtain the title compound. The reactants are S1C=CC=C1 (thiophene), C(C1=CC=CC=C1)=O (benzaldehyde), [H][H] (hydrogen), 17, Cl.Cl.N1C(=NC=C1)CN (1H-imidazole-2-methanamine dihydrochloride), C(C)(=O)[O-].[K+] (potassium acetate). Reagents/catalysts: [Pt] (platinum-on-charcoal). Run in CO (methanol), CO (methanol). Yields the product C1(=CC=CC=C1)CNCC=1NC=CN1 (N-(phenylmethyl)-1H-imidazole-2-methanamine), ( 139 ). Isolated yield 80.0%. RXN SMILES: Cl.Cl.[NH:3]1[CH:7]=[CH:6][N:5]=[C:4]1[CH2:8][NH2:9].[CH:10](=O)[C:11]1[CH:16]=[CH:15][CH:14]=[CH:13][CH:12]=1.S1C=CC=C1.C([O-])(=O)C.[K+].[H][H]>CO.[Pt]>[C:11]1([CH2:10][NH:9][CH2:8][C:4]2[NH:3][CH:7]=[CH:6][N:5]=2)[CH:16]=[CH:15][CH:14]=[CH:13][CH:12]=1 |f:0.1.2,5.6|. Reported procedure: A solution of 17 parts of 1H-imidazole-2-methanamine dihydrochloride, 10.7 parts of benzaldehyde, 2 parts of a solution of thiophene in methanol 4%, 20 parts of potassium acetate and 200 parts of methanol was hydrogenated at normal pressure and at 50° C. with 2 parts of platinum-on-charcoal catalyst 5%. After the calculated amount of hydrogen was taken up, the catalyst was filtered off and the filtrate was evaporated. The residue was dissolved in water and the solution was treated with ammonium ...